The task is: describe an organic reaction: reactants, conditions, products, and yield. This data is from the Open Reaction Database (ORD), a public repository of structured organic reaction records. The reactants are O (water), CI (methyl iodide), [OH-].[K+] (potassium hydroxide), 18-dibenzocrown-6, ClC1=C2CCC(C2=CC=C1)=O (4-chloroindanone), CI (methyl iodide), CN(C=O)C (dimethylformamide). Run at time 0.5 hour. The product is CC1(C(C2=CC=CC(=C2C1)Cl)=O)C (2,2-dimethyl-4-chloro-indanone). Reaction SMILES: [OH-].[K+].[Cl:3][C:4]1[CH:12]=[CH:11][CH:10]=[C:9]2[C:5]=1[CH2:6][CH2:7][C:8]2=O.[CH3:14]I.O.CN(C)[CH:19]=[O:20]>>[CH3:14][C:7]1([CH3:8])[CH2:6][C:5]2[C:9](=[CH:10][CH:11]=[CH:12][C:4]=2[Cl:3])[C:19]1=[O:20] |f:0.1|. Procedure details: 22.4 g of pulverized potassium hydroxide and 0.1 g of 18-dibenzocrown-6 are added portionwise to a solution of 25 g of 4-chloroindanone and 56.7 g of methyl iodide in 120 ml of dimethylformamide in such a manner that the temperature is kept below +70° C. When the exothermic reaction is over, 5.6 g of methyl iodide are added and the mixture is agitated for another 0.5 hours. 200 ml of cold water are added and the mixture is extracted with diethyl ether. The organic phase is dried, with sodium sul... Reactants: C1(CC1)NC1=NC(=C(C=C1C(=O)OCC)F)N1CCN(CC1)C (ethyl 2-cyclopropylamino-5-fluoro-6-(4-methylpiperazinyl)-3-pyridinecarboxylate), [OH-].[Na+] (NaOH). Solvent: O (water), C1CCOC1 (THF). Yields the product C1(CC1)NC1=NC(=C(C=C1C(=O)O)F)N1CCN(CC1)C (2-Cyclopropylamino-5-fluoro-6-(4-methylpiperazinyl)-3-pyridinecarboxylic acid). Yield: 63.6%. Reaction SMILES: [CH:1]1([NH:4][C:5]2[C:10]([C:11]([O:13]CC)=[O:12])=[CH:9][C:8]([F:16])=[C:7]([N:17]3[CH2:22][CH2:21][N:20]([CH3:23])[CH2:19][CH2:18]3)[N:6]=2)[CH2:3][CH2:2]1.[OH-].[Na+]>C1COCC1.O>[CH:1]1([NH:4][C:5]2[C:10]([C:11]([OH:13])=[O:12])=[CH:9][C:8]([F:16])=[C:7]([N:17]3[CH2:18][CH2:19][N:20]([CH3:23])[CH2:21][CH2:22]3)[N:6]=2)[CH2:2][CH2:3]1 |f:1.2|. Reported procedure: Following the procedure of Example G-2, the reaction of ethyl 2-cyclopropylamino-5-fluoro-6-(4-methylpiperazinyl)-3-pyridinecarboxylate (Example F-2, 0.86 g, 2.67 mmol) with NaOH (1.40 g, 35 mmol) in THF (5 mL) and water (2 mL) provided 0.50 g of the title compound as a foam. Reactants: COC=1C=C(CC2N(CCC3=CC(=C(C=C23)O)OC)CC(=O)NC2CCC3=CC=CC=C23)C=CC1OC (2-[1-(3,4-dimethoxy-benzyl)-7-hydroxy-6-methoxy-3,4-dihydro-1H-isoquinolin-2-yl]-N-(indan-1-yl)-acetamide), C(CC)Br (propyl bromide). Yields the product COC=1C=C(CC2N(CCC3=CC(=C(C=C23)OCCC)OC)CC(=O)NC2CCC3=CC=CC=C23)C=CC1OC (2-[1-(3,4-dimethoxy-benzyl)-7-propoxy-6-methoxy-3,4-dihydro-1H-isoquinolin-2-yl]-N-(indan-1-yl)-acetamide). As a reaction SMILES: [CH3:1][O:2][C:3]1[CH:4]=[C:5]([CH:33]=[CH:34][C:35]=1[O:36][CH3:37])[CH2:6][CH:7]1[C:16]2[C:11](=[CH:12][C:13]([O:18][CH3:19])=[C:14]([OH:17])[CH:15]=2)[CH2:10][CH2:9][N:8]1[CH2:20][C:21]([NH:23][CH:24]1[C:32]2[C:27](=[CH:28][CH:29]=[CH:30][CH:31]=2)[CH2:26][CH2:25]1)=[O:22].[CH2:38](Br)[CH2:39][CH3:40]>>[CH3:1][O:2][C:3]1[CH:4]=[C:5]([CH:33]=[CH:34][C:35]=1[O:36][CH3:37])[CH2:6][CH:7]1[C:16]2[C:11](=[CH:12][C:13]([O:18][CH3:19])=[C:14]([O:17][CH2:38][CH2:39][CH3:40])[CH:15]=2)[CH2:10][CH2:9][N:8]1[CH2:20][C:21]([NH:23][CH:24]1[C:32]2[C:27](=[CH:28][CH:29]=[CH:30][CH:31]=2)[CH2:26][CH2:25]1)=[O:22]. Procedure details: prepared by reaction of 2-[1-(3,4-dimethoxy-benzyl)-7-hydroxy-6-methoxy-3,4-dihydro-1H-isoquinolin-2-yl]-N-(indan-1-yl)-acetamide with propyl bromide Reactants: ClC(C(=O)OCC)C(=O)C (ethyl 2-chloroacetoacetate), NC(=S)N (thiourea), C(=O)([O-])[O-].[Na+].[Na+] (Na2CO3). The solvent is CC#N (MeCN), C1CCOC1 (THF). Conditions: temperature 120 celsius. Product: NC=1SC(=C(N1)C)C(=O)OCC (Ethyl 2-amino-4-methyl-1,3-thiazole-5-carboxylate). Yield: 37.6%. RXN SMILES: Cl[CH:2]([C:8]([CH3:10])=O)[C:3]([O:5][CH2:6][CH3:7])=[O:4].[NH2:11][C:12]([NH2:14])=[S:13].C([O-])([O-])=O.[Na+].[Na+]>CC#N.C1COCC1>[NH2:14][C:12]1[S:13][C:2]([C:3]([O:5][CH2:6][CH3:7])=[O:4])=[C:8]([CH3:10])[N:11]=1 |f:2.3.4|. Procedure: To a stirred solution of ethyl 2-chloroacetoacetate (6.0 mL, 43.35 mmol) in MeCN (24 mL) and THF (6 mL) was added thiourea (3.0 g, 39.41 mmol) and Na2CO3 (0.417 g, 39.41 mmol). The reaction mixture was heated at 120° C. under microwave irradiation for 30 minutes, cooled to r.t., partitioned between EtOAc and water, and the organic fraction was dried (MgSO4), filtered and concentrated in vacuo to give the title compound (2.76 g, 38%) as a cream solid. δH (CDCl3) 5.47 (2H, br. s), 4.27 (2H, q, J 7...